Dataset: the Open Reaction Database (ORD), a public repository of structured organic reaction records. Task: describe an organic reaction: reactants, conditions, products, and yield Reactants: Cl.Cl.NC1=NC=C(C(=N1)N)CC1=CC(=C(C(=C1)OC)N)OC (2,4-diamino-5-(4-amino-3,5-dimethoxy-benzyl)pyrimidine dihydrochloride), C(C)NCC (diethylamine), Cl (hydrochloric acid), N(=O)[O-].[Na+] (sodium nitrite). The solvent is O (water), O (water). The product is NC1=NC=C(C(=N1)N)CC1=CC(=C(C(=C1)OC)N=NN(CC)CC)OC (2,4-diamino-5-[4-(3,3-diethyl-1-triazeno)-3,5-dimethoxy-benzyl]-pyrimidine). RXN SMILES: Cl.Cl.[NH2:3][C:4]1[N:9]=[C:8]([NH2:10])[C:7]([CH2:11][C:12]2[CH:17]=[C:16]([O:18][CH3:19])[C:15]([NH2:20])=[C:14]([O:21][CH3:22])[CH:13]=2)=[CH:6][N:5]=1.Cl.[N:24]([O-])=O.[Na+].[CH2:28]([NH:30][CH2:31][CH3:32])[CH3:29]>O>[NH2:3][C:4]1[N:9]=[C:8]([NH2:10])[C:7]([CH2:11][C:12]2[CH:13]=[C:14]([O:21][CH3:22])[C:15]([N:20]=[N:24][N:30]([CH2:31][CH3:32])[CH2:28][CH3:29])=[C:16]([O:18][CH3:19])[CH:17]=2)=[CH:6][N:5]=1 |f:0.1.2,4.5|. Procedure: A solution of 7 g. of 2,4-diamino-5-(4-amino-3,5-dimethoxy-benzyl)pyrimidine dihydrochloride in 60 ml. of 1N hydrochloric acid and 40 ml. of water was treated during 5 minutes with stirring and ice-cooling with a solution of 1.52 g. of sodium nitrite in 10 ml. of water. The solution was stirred at 0° C. for 30 minutes and 14.6 g. of diethylamine were then added. After stirring with ice-cooling for 2 hours, the precipitate was removed by filtration with suction, washed with water and recrystalliz... Starting materials: step-iii, FC=1C=C(CN2N=CC(=C2)C2=CN(C3=NC=C(C=C32)C3=CC(=CC=C3)N3CCN(CC3)C(C)C)S(=O)(=O)C3=CC=C(C)C=C3)C=CC1 (3-(1-(3-fluorobenzyl)-1H-pyrazol-4-yl)-5-(3-(4-isopropylpiperazin-1-yl)phenyl)-1-tosyl-1H-pyrrolo[2,3-b]pyridine), [OH-].[Li+] (lithium hydroxide). Solvent: C1CCOC1.CO.O (THF Methanol water). Yields the product FC=1C=C(CN2N=CC(=C2)C2=CNC3=NC=C(C=C32)C3=CC(=CC=C3)N3CCN(CC3)C(C)C)C=CC1 (3-(1-(3-fluorobenzyl)-1H-pyrazol-4-yl)-5-(3-(4-isopropylpiperazin-1-yl)phenyl)-1H-pyrrolo[2,3-b]pyridine). Isolated yield 13.4%. RXN SMILES: [F:1][C:2]1[CH:3]=[C:4]([CH:45]=[CH:46][CH:47]=1)[CH2:5][N:6]1[CH:10]=[C:9]([C:11]2[C:19]3[C:14](=[N:15][CH:16]=[C:17]([C:20]4[CH:25]=[CH:24][CH:23]=[C:22]([N:26]5[CH2:31][CH2:30][N:29]([CH:32]([CH3:34])[CH3:33])[CH2:28][CH2:27]5)[CH:21]=4)[CH:18]=3)[N:13](S(C3C=CC(C)=CC=3)(=O)=O)[CH:12]=2)[CH:8]=[N:7]1.[OH-].[Li+]>C1COCC1.CO.O>[F:1][C:2]1[CH:3]=[C:4]([CH:45]=[CH:46][CH:47]=1)[CH2:5][N:6]1[CH:10]=[C:9]([C:11]2[C:19]3[C:14](=[N:15][CH:16]=[C:17]([C:20]4[CH:25]=[CH:24][CH:23]=[C:22]([N:26]5[CH2:31][CH2:30][N:29]([CH:32]([CH3:34])[CH3:33])[CH2:28][CH2:27]5)[CH:21]=4)[CH:18]=3)[NH:13][CH:12]=2)[CH:8]=[N:7]1 |f:1.2,3.4.5|. Procedure: Using similar reaction conditions as described in step-iii of example-1, 3-(1-(3-fluorobenzyl)-1H-pyrazol-4-yl)-5-(3-(4-isopropylpiperazin-1-yl)phenyl)-1-tosyl-1H-pyrrolo[2,3-b]pyridine (79 mg, 0.121 mmol) was hydrolyzed by lithium hydroxide (55 mg, 1.21 mmol), THF/Methanol/water (15/5/5 ml) to yield 8 mg (13.3% yield) of the titled compound. 1H NMR (CDCl3, 300 MHz): δ 9.0 (b, 1H), 8.55 (s, 1H), 8.15 (s, 1H), 7.88 (s, 1H), 7.7 (s, 1H), 7.46-7.3 (m, 3H), 7.2-6.9 (m, 3H), 5.389 (s, 2H), 3.4 (m, 4H... The product is Nc1ccc(Oc2ccnc(Cl)c2)cc1. Reactants: O=[N+]([O-])c1ccnc(Cl)c1, [H-], [H][H], Nc1ccc(O)cc1, [Na+], C1COCCO1. Reaction SMILES: [Cl:13][c:14]1[n:15][cH:16][cH:17][c:18]([N+:20]([O-:21])=[O:22])[cH:19]1.[H-:10].[H:11][H:12].[NH2:1][c:2]1[cH:3][cH:4][c:5]([OH:8])[cH:6][cH:7]1.[Na+:9].[O:23]1[CH2:24][CH2:25][O:26][CH2:27][CH2:28]1>>[NH2:1][c:2]1[cH:3][cH:4][c:5]([O:8][c:18]2[cH:17][cH:16][n:15][c:14]([Cl:13])[cH:19]2)[cH:6][cH:7]1. Starting materials: FC1=CC=2C3=C(NC2C=C1)C1CCN(C3)CC1 (9-fluoro-3,4,5,6-tetrahydro-1H-2,5-ethanoazepino[4,3-b]indole), BrC1=CC=C2C=CC=NC2=C1 (7-bromoquinoline). The product is FC1=CC=2C3=C(N(C2C=C1)C1=CC=C2C=CC=NC2=C1)C1CCN(C3)CC1 (9-fluoro-6-quinolin-7-yl-3,4,5,6-tetrahydro-1H-2,5-ethanoazepino[4,3-b]indole). Reaction SMILES: [F:1][C:2]1[CH:10]=[CH:9][C:8]2[NH:7][C:6]3[CH:11]4[CH2:17][CH2:16][N:14]([CH2:15][C:5]=3[C:4]=2[CH:3]=1)[CH2:13][CH2:12]4.Br[C:19]1[CH:28]=[C:27]2[C:22]([CH:23]=[CH:24][CH:25]=[N:26]2)=[CH:21][CH:20]=1>>[F:1][C:2]1[CH:10]=[CH:9][C:8]2[N:7]([C:19]3[CH:28]=[C:27]4[C:22]([CH:23]=[CH:24][CH:25]=[N:26]4)=[CH:21][CH:20]=3)[C:6]3[CH:11]4[CH2:12][CH2:13][N:14]([CH2:15][C:5]=3[C:4]=2[CH:3]=1)[CH2:16][CH2:17]4. Procedure: The reaction of 9-fluoro-3,4,5,6-tetrahydro-1H-2,5-ethanoazepino[4,3-b]indole (230 mg, 1.0 mmol; Example 161) and 7-bromoquinoline (312 mg, 1.5 mmol; Ark Pharm) was performed as described in Example 68 to afford the title compound: 1H NMR (300 MHz, methanol-d4) δ ppm 1.95-2.22 (m, 4H) 2.96-3.03 (m, 1H) 3.09-3.29 (m, 4H) 4.32 (s, 2H) 6.86 (td, J=9, 2 Hz, 1H) 7.07-7.17 (m, 2H) 7.58-7.67 (m, 2H) 7.97 (d, J=2 Hz, 1H) 8.18 (d, J=9 Hz, 1H) 8.50 (d, J=8 Hz, 1H) 8.95 (dd, J=4, 2 Hz, 1H); MS (DCI/NH3) m/... Procedure details: To a 2000 mL, three-necked flask fitted with a thermometer and a nitrogen inlet were added bisphenol A (100 g, 0.298 mol), bis(chloromethyl)tetramethyl disiloxane (50.1 g, 0.217 mol), powdered anhydrous K2CO3 (150 g, 1.09 mol), and dimethylsulfoxide (DMSO) (1000 mL). The resulting mixture was degassed with nitrogen at ambient temperature and heated at 90° C. under a nitrogen atmosphere for 8-16 hr. The mixture was cooled to 50° C. At this time, 4-nitrophthalonitrile (77.7 g, 0.449 mol) was added... Yields the product C(C=1C(C#N)=CC=CC1)#N (phthalonitrile), solid. Run at temperature 90 celsius. Starting materials: C(=O)([O-])[O-].[K+].[K+] (K2CO3), OC1=CC=C(C=C1)C(C)(C)C1=CC=C(C=C1)O (bisphenol A), ClC[Si](O[Si](C)(C)C)(C)CCl (bis(chloromethyl)tetramethyl disiloxane), [N+](=O)([O-])C=1C=C(C(C#N)=CC1)C#N (4-nitrophthalonitrile), Cl (HCl). As a reaction SMILES: OC1C=CC(C(C2C=CC(O)=CC=2)(C)C)=CC=1.ClC[Si](CCl)(C)O[Si](C)(C)C.C([O-])([O-])=O.[K+].[K+].[N+]([C:38]1[CH:39]=[C:40]([C:46]#[N:47])[C:41](=[CH:44][CH:45]=1)[C:42]#[N:43])([O-])=O.Cl>O.CS(C)=O>[C:46](#[N:47])[C:40]1[C:41](=[CH:44][CH:45]=[CH:38][CH:39]=1)[C:42]#[N:43] |f:2.3.4|. The solvent is CS(=O)C (dimethylsulfoxide), O (water). The yield is 94.0%. Reactants: O=C([O-])O, CCO, Clc1ncccn1, NCCN1CCC(NCc2ccccc2)C(O)C1, [Na+]. Yields the product OC1CN(CCNc2ncccn2)CCC1NCc1ccccc1. As a reaction SMILES: [C:26](=[O:27])([O-:28])[OH:29].[CH3:31][CH2:32][OH:33].[Cl:19][c:20]1[n:21][cH:22][cH:23][cH:24][n:25]1.[NH2:1][CH2:2][CH2:3][N:4]1[CH2:5][CH:6]([OH:18])[CH:7]([NH:10][CH2:11][c:12]2[cH:13][cH:14][cH:15][cH:16][cH:17]2)[CH2:8][CH2:9]1.[Na+:30]>>[NH:1]([CH2:2][CH2:3][N:4]1[CH2:5][CH:6]([OH:18])[CH:7]([NH:10][CH2:11][c:12]2[cH:13][cH:14][cH:15][cH:16][cH:17]2)[CH2:8][CH2:9]1)[c:20]1[n:21][cH:22][cH:23][cH:24][n:25]1. The solvent is C(C)(C)(C)O (t-butanol), CC(=O)C (acetone). Procedure details: Methyl 2,3-dihydroxy-3-(2-nitrophenyl)propionate (Compound IIa) was prepared by adding 250 mg of osmium tetroxide (0.984 mmol) in one portion to a 0° C. solution of 15 g of methyl trans-3-(2'-nitrophenyl)propenoate (72.4 mmol) (Compound Ia) and 12.7 g of N-methylmorpholine-N-oxide (0.108 mol) in a solution containing 25 ml each of H2O, acetone and t-butanol (1:1:1). The reaction was warmed to room temperature, then stirred for 6 hr. Then, 50 ml of a freshly prepared solution of 20% (v/v) NaHSO3 ... RXN SMILES: [N+:1]([C:4]1[CH:9]=[CH:8][CH:7]=[CH:6][C:5]=1/[CH:10]=[CH:11]/[C:12]([O:14][CH3:15])=[O:13])([O-:3])=[O:2].C[N+]1([O-])CC[O:20]CC1.[OH2:24].OS([O-])=O.[Na+]>[Os](=O)(=O)(=O)=O.C(O)(C)(C)C.CC(C)=O>[OH:24][CH:11]([CH:10]([OH:20])[C:5]1[CH:6]=[CH:7][CH:8]=[CH:9][C:4]=1[N+:1]([O-:3])=[O:2])[C:12]([O:14][CH3:15])=[O:13] |f:3.4|. Reaction conditions: time 6 hour. Yields the product OC(C(=O)OC)C(C1=C(C=CC=C1)[N+](=O)[O-])O (Methyl 2,3-dihydroxy-3-(2-nitrophenyl)propionate), Compound. Reagents/catalysts: [Os](=O)(=O)(=O)=O (osmium tetroxide). Isolated yield 87.0%. Starting materials: O (H2O), OS(=O)[O-].[Na+] (NaHSO3), [N+](=O)([O-])C1=C(C=CC=C1)/C=C/C(=O)OC (methyl trans-3-(2'-nitrophenyl)propenoate), C[N+]1(CCOCC1)[O-] (N-methylmorpholine-N-oxide).